Dataset: the Open Reaction Database (ORD), a public repository of structured organic reaction records. Task: describe an organic reaction: reactants, conditions, products, and yield Reactants: C1CCOC1, CCOC(=O)c1cc(Oc2ccccc2)ccc1NC(=O)c1ccc(OC)c(Cl)c1, Cl, [Li+], [OH-], O. Yields the product COc1ccc(C(=O)Nc2ccc(Oc3ccccc3)cc2C(=O)O)cc1Cl. Reaction SMILES: [CH2:35]1[O:36][CH2:37][CH2:38][CH2:39]1.[Cl:1][c:2]1[cH:3][c:4]([C:5](=[O:6])[NH:7][c:8]2[c:9]([C:10](=[O:11])[O:12][CH2:13][CH3:14])[cH:15][c:16]([O:19][c:20]3[cH:21][cH:22][cH:23][cH:24][cH:25]3)[cH:17][cH:18]2)[cH:26][cH:27][c:28]1[O:29][CH3:30].[ClH:34].[Li+:33].[OH-:32].[OH2:31]>>[Cl:1][c:2]1[cH:3][c:4]([C:5](=[O:6])[NH:7][c:8]2[c:9]([C:10](=[O:11])[OH:12])[cH:15][c:16]([O:19][c:20]3[cH:21][cH:22][cH:23][cH:24][cH:25]3)[cH:17][cH:18]2)[cH:26][cH:27][c:28]1[O:29][CH3:30]. Reactants: [C-]#N, CN1CCCC1=O, Nc1c(Br)cc(-n2cnnc2)cc1C(F)(F)F. Yields the product N#Cc1cc(-n2cnnc2)cc(C(F)(F)F)c1N. As a reaction SMILES: [C-:18]#[N:19].[CH3:20][N:21]1[CH2:22][CH2:23][CH2:24][C:25]1=[O:26].[NH2:1][c:2]1[c:3]([Br:17])[cH:4][c:5](-[n:12]2[cH:13][n:14][n:15][cH:16]2)[cH:6][c:7]1[C:8]([F:9])([F:10])[F:11]>>[NH2:1][c:2]1[c:3]([C:18]#[N:19])[cH:4][c:5](-[n:12]2[cH:13][n:14][n:15][cH:16]2)[cH:6][c:7]1[C:8]([F:9])([F:10])[F:11].